Dataset: the Open Reaction Database (ORD), a public repository of structured organic reaction records. Task: describe an organic reaction: reactants, conditions, products, and yield Starting materials: CC(C)(C)OC(=O)N1CCN2C(=O)N(c3cc(Cl)cc(Cl)c3)C(=O)C2(Cc2ccc(Br)cc2)C1, ClCCl, O=C(O)C(F)(F)F. The product is O=C1N(c2cc(Cl)cc(Cl)c2)C(=O)C2(Cc3ccc(Br)cc3)CNCCN12. Reaction SMILES: [C:1]([O:2][C:3](=[O:4])[N:8]1[CH2:9][CH2:10][N:11]2[C:12](=[O:34])[N:13]([c:26]3[cH:27][c:28]([Cl:33])[cH:29][c:30]([Cl:32])[cH:31]3)[C:14](=[O:25])[C:15]2([CH2:17][c:18]2[cH:19][cH:20][c:21]([Br:24])[cH:22][cH:23]2)[CH2:16]1)([CH3:5])([CH3:6])[CH3:7].[Cl:42][CH2:43][Cl:44].[F:35][C:36]([F:37])([F:38])[C:39]([OH:40])=[O:41]>>[NH:8]1[CH2:9][CH2:10][N:11]2[C:12](=[O:34])[N:13]([c:26]3[cH:27][c:28]([Cl:33])[cH:29][c:30]([Cl:32])[cH:31]3)[C:14](=[O:25])[C:15]2([CH2:17][c:18]2[cH:19][cH:20][c:21]([Br:24])[cH:22][cH:23]2)[CH2:16]1.